Dataset: the Open Reaction Database (ORD), a public repository of structured organic reaction records. Task: describe an organic reaction: reactants, conditions, products, and yield The reactants are C(C)C1(C(OC(C1)CNC(C)C)=O)C1=CC=CC=C1 (3-ethyldihydro-5-[[(1-methylethyl)amino]methyl]-3-phenyl-2(3H)-furanone), C(=O)O (formic acid), C=O (formaldehyde). The solvent is C(C)O (ethanol), O (water). Product: C(C)C1(C(OC(C1)CN(C(C)C)C)=O)C1=CC=CC=C1 (3-ethyldihydro-5-[[methyl(1-methylethyl) amino]methyl]-3-phenyl-2(3H)-furanone). Yield: 73.0%. RXN SMILES: [CH2:1]([C:3]1([C:14]2[CH:19]=[CH:18][CH:17]=[CH:16][CH:15]=2)[CH2:7][CH:6]([CH2:8][NH:9][CH:10]([CH3:12])[CH3:11])[O:5][C:4]1=[O:13])[CH3:2].[CH:20](O)=O.C=O>C(O)C.O>[CH2:1]([C:3]1([C:14]2[CH:19]=[CH:18][CH:17]=[CH:16][CH:15]=2)[CH2:7][CH:6]([CH2:8][N:9]([CH3:20])[CH:10]([CH3:12])[CH3:11])[O:5][C:4]1=[O:13])[CH3:2]. Procedure: A solution containing 1.3 g of 3-ethyldihydro-5-[[(1-methylethyl)amino]methyl]-3-phenyl-2(3H)-furanone, 1.3 g of 90% formic acid, and 1.1 g of 37% formaldehyde in 15 ml of ethanol was refluxed 2.5 hrs. The solution was cooled and then diluted with water and washed with diethyl ether. The aqueous layer was made basic with dilute sodium hydroxide and extracted with diethyl ether. The ether extract was washed with saturated sodium chloride solution, dried over anhydrous potassium carbonate, and con... The reactants are O=S(Cl)Cl, OCc1ccc(Oc2ncccn2)cc1. Product: ClCc1ccc(Oc2ncccn2)cc1. Reaction SMILES: [S:16]([Cl:17])([Cl:18])=[O:19].[n:1]1[c:2]([O:7][c:8]2[cH:9][cH:10][c:11]([CH2:14][OH:15])[cH:12][cH:13]2)[n:3][cH:4][cH:5][cH:6]1>>[n:1]1[c:2]([O:7][c:8]2[cH:9][cH:10][c:11]([CH2:14][Cl:18])[cH:12][cH:13]2)[n:3][cH:4][cH:5][cH:6]1.